This data is from the Open Reaction Database (ORD), a public repository of structured organic reaction records. The task is: describe an organic reaction: reactants, conditions, products, and yield Starting materials: COc1ccc(C(=O)Cl)cc1OC, COc1ccc(C(=O)Cc2c(Cl)cncc2Cl)cc1OCC1CC1. The product is COc1ccc(C(=O)OC(=Cc2c(Cl)cncc2Cl)c2ccc(OC)c(OCC3CC3)c2)cc1OC. As a reaction SMILES: [CH3:1][O:2][c:3]1[cH:4][c:5]([C:6](=[O:7])[Cl:8])[cH:9][cH:10][c:11]1[O:12][CH3:13].[CH:14]1([CH2:17][O:18][c:19]2[cH:20][c:21]([C:27]([CH2:28][c:29]3[c:30]([Cl:36])[cH:31][n:32][cH:33][c:34]3[Cl:35])=[O:37])[cH:22][cH:23][c:24]2[O:25][CH3:26])[CH2:15][CH2:16]1>>[CH3:1][O:2][c:3]1[cH:4][c:5]([C:6](=[O:7])[O:37][C:27]([c:21]2[cH:20][c:19]([O:18][CH2:17][CH:14]3[CH2:15][CH2:16]3)[c:24]([O:25][CH3:26])[cH:23][cH:22]2)=[CH:28][c:29]2[c:30]([Cl:36])[cH:31][n:32][cH:33][c:34]2[Cl:35])[cH:9][cH:10][c:11]1[O:12][CH3:13]. Reactants: FC1=C(NC(SCC2=CC=C(C=C2)OC)=C(C(=O)OCC)C(=O)OCC)C=CC(=C1F)F (diethyl [(2,3,4-trifluoroanilino)(p-methoxybenzylthio)methylene]malonate), CCCCCC (hexane). Run in C1(=CC=CC=C1)OC1=CC=CC=C1 (diphenyl ether), C1(=CC=CC=C1)OC1=CC=CC=C1 (diphenyl ether). Conditions: time 15 minute. Product: OC1=C(C(=NC2=C(C(=C(C=C12)F)F)F)SCC1=CC=C(C=C1)OC)C(=O)OCC (ethyl 4-hydroxy-6,7,8-trifluoro-2-(p-methoxybenzylthio)quinoline-3-carboxylate). The yield is 82.1%. As a reaction SMILES: [F:1][C:2]1[C:30]([F:31])=[C:29]([F:32])[CH:28]=[CH:27][C:3]=1[NH:4][C:5](=[C:16]([C:22](OCC)=[O:23])[C:17]([O:19][CH2:20][CH3:21])=[O:18])[S:6][CH2:7][C:8]1[CH:13]=[CH:12][C:11]([O:14][CH3:15])=[CH:10][CH:9]=1.CCCCCC>C1(OC2C=CC=CC=2)C=CC=CC=1>[OH:23][C:22]1[C:27]2[C:3](=[C:2]([F:1])[C:30]([F:31])=[C:29]([F:32])[CH:28]=2)[N:4]=[C:5]([S:6][CH2:7][C:8]2[CH:9]=[CH:10][C:11]([O:14][CH3:15])=[CH:12][CH:13]=2)[C:16]=1[C:17]([O:19][CH2:20][CH3:21])=[O:18]. Procedure: A solution of diethyl [(2,3,4-trifluoroanilino)(p-methoxybenzylthio)methylene]malonate (80.9 g) in diphenyl ether (60 ml) heated at 110° C. was added dropwise to diphenyl ether (210 ml) kept at 250° to 260° C. with stirring under nitrogen stream over a period of 15 minutes. After the reaction mixture was further stirred at the same temperature for 5 minutes, the mixture was cooled to room temperature and added to hexane (3000 ml). The resulting precipitate was filtered to give the title compound... Starting materials: CC1(NC(=O)OC(C)(C)C)CCCN(C(=O)OCc2ccccc2)C1, CO. The product is CC1(NC(=O)OC(C)(C)C)CCCNC1. Reaction SMILES: [C:1]([CH3:2])([CH3:3])([CH3:4])[O:5][C:6](=[O:7])[NH:8][C:9]1([CH3:25])[CH2:10][N:11]([C:15]([O:16][CH2:17][c:18]2[cH:19][cH:20][cH:21][cH:22][cH:23]2)=[O:24])[CH2:12][CH2:13][CH2:14]1.[CH3:26][OH:27]>>[C:1]([CH3:2])([CH3:3])([CH3:4])[O:5][C:6](=[O:7])[NH:8][C:9]1([CH3:25])[CH2:10][NH:11][CH2:12][CH2:13][CH2:14]1. The reactants are Cl (hydrochloric acid), S(=O)([O-])[O-].[Na+].[Na+] (sodium sulfite), ice, N(=O)[O-].[Na+] (sodium nitrite), Cl (hydrochloric acid), CN(CCN1C(C=2C(C1=O)=CC(=CC2)N)=O)C (N-(2-dimethylaminoethyl)-4-aminophthalimide). Run in O (water), O (water), O (water). Run at temperature 0 celsius. Product: CN(CCN1C(=O)C=2C=CC=3NC=4CCCCC4C3C2C1=O)C (N-(2-dimethylaminoethyl)-5,6,7,8-tetrahydrocarbazole-3,4-dicarboximide). Isolated yield 3.4%. As a reaction SMILES: Cl.[CH3:2][N:3]([CH3:18])[CH2:4][CH2:5][N:6]1[C:10](=[O:11])[C:9]2=[CH:12][C:13]([NH2:16])=[CH:14][CH:15]=[C:8]2[C:7]1=[O:17].N([O-])=O.[Na+].S([O-])([O-])=O.[Na+].[Na+]>O>[CH3:2][N:3]([CH3:18])[CH2:4][CH2:5][N:6]1[C:10](=[O:11])[C:9]2[C:12]3[C:15]4[CH2:14][CH2:13][CH2:12][CH2:9][C:8]=4[NH:16][C:13]=3[CH:14]=[CH:15][C:8]=2[C:7]1=[O:17] |f:2.3,4.5.6|. Reported procedure: 11.3 ml of concentrated hydrochloric acid and 12 ml of water were added to 7.90 g of N-(2-dimethylaminoethyl)-4-aminophthalimide. The mixture was cooled to 0° C. Thereto was dropwise added a solution of 2.34 g of sodium nitrite dissolved in 5 ml of water, in 15 minutes with stirring. The mixture was added to a mixture of 21.3 g of sodium sulfite, 50 ml of water and 20 g of ice, in one portion. The resulting mixture was heated to 60° C., stirred at the same temperature for 15 minutes, cooled to r... RXN SMILES: [C:30](=[O:31])([O-:32])[O-:33].[CH3:45][C:46]([CH3:47])=[O:48].[Cl:36][CH2:37][c:38]1[cH:39][cH:40][cH:41][cH:42][cH:43]1.[Cs+:34].[Cs+:35].[O:49]=[CH:50][N:51]([CH3:52])[CH3:53].[OH2:44].[OH:1][CH:2]1[C:3]([CH3:28])([CH3:29])[CH:4]2[CH2:5][CH2:6][C:7]3=[C:22]([CH2:21][CH2:20][C:19]4([CH3:27])[C:8]3=[CH:9][CH2:10][CH:11]4[CH:12]([CH2:13][CH2:14][C:15](=[O:16])[OH:17])[CH3:18])[C:23]2([CH3:26])[CH2:24][CH2:25]1>>[OH:1][CH:2]1[C:3]([CH3:28])([CH3:29])[CH:4]2[CH2:5][CH2:6][C:7]3=[C:22]([CH2:21][CH2:20][C:19]4([CH3:27])[C:8]3=[CH:9][CH2:10][CH:11]4[CH:12]([CH2:13][CH2:14][C:15]([O:16][CH2:37][c:38]3[cH:39][cH:40][cH:41][cH:42][cH:43]3)=[O:17])[CH3:18])[C:23]2([CH3:26])[CH2:24][CH2:25]1. The product is CC(CCC(=O)OCc1ccccc1)C1CC=C2C3=C(CCC21C)C1(C)CCC(O)C(C)(C)C1CC3. Reactants: O=C([O-])[O-], CC(C)=O, ClCc1ccccc1, [Cs+], [Cs+], CN(C)C=O, O, CC(CCC(=O)O)C1CC=C2C3=C(CCC21C)C1(C)CCC(O)C(C)(C)C1CC3.